describe an organic reaction: reactants, conditions, products, and yield From a dataset of the Open Reaction Database (ORD), a public repository of structured organic reaction records. Reactants: FC1=CC=C(C=C1)C=1N(C=C(C1)[N+](=O)[O-])C (2-(4-fluorophenyl)-1-methyl-4-nitro-1H-pyrrole), resultant solution. Reagents/catalysts: [Pt]=O (platinum oxide). The solvent is C(C)(=O)O (acetic acid). The product is FC1=CC=C(C=C1)C1CC(CN1C)N (5-(4-Fluorophenyl)-1-methylpyrrolidin-3-amine). The yield is 7.5%. As a reaction SMILES: [F:1][C:2]1[CH:7]=[CH:6][C:5]([C:8]2[N:9]([CH3:16])[CH:10]=[C:11]([N+:13]([O-])=O)[CH:12]=2)=[CH:4][CH:3]=1>[Pt]=O.C(O)(=O)C>[F:1][C:2]1[CH:7]=[CH:6][C:5]([CH:8]2[N:9]([CH3:16])[CH2:10][CH:11]([NH2:13])[CH2:12]2)=[CH:4][CH:3]=1. Procedure: To 2-(4-fluorophenyl)-1-methyl-4-nitro-1H-pyrrole (200 mg, 1.03 mmol) synthesized in Reference Synthesis Example 246, acetic acid (2.0 mL) and platinum oxide (20.0 mg) were added and the resultant solution was stirred under hydrogen atmosphere at room temperature for 3 days. After completion of the reaction, the reaction solution was filtered with Celite and the filtrate was concentrated under reduced pressure. The obtained residue was purified by silica gel (amino-based) column chromatography (... Reactants: FC([C@@H](C=1C=CC=2N(C1)C(=NN2)C2=NC1=CC(=C(C=C1C=C2)F)OC(C)C)N2C[C@H](CC2)NC(OC(C)(C)C)=O)(F)F (tert-Butyl (S)-1-((R)-2,2,2-trifluoro-1-(3-(6-fluoro-7-isopropoxyquinolin-2-yl)-[1,2,4]triazolo[4,3-a]pyridin-6-yl)ethyl)pyrrolidin-3-ylcarbamate). Solvent: C(=O)(C(F)(F)F)O (TFA). Product: FC([C@@H](C=1C=CC=2N(C1)C(=NN2)C2=NC1=CC(=C(C=C1C=C2)F)OC(C)C)N2C[C@H](CC2)N)(F)F ((S)-1-((R)-2,2,2-trifluoro-1-(3-(6-fluoro-7-isopropoxyquinolin-2-yl)-[1,2,4]triazolo[4,3-a]pyridin-6-yl)ethyl)pyrrolidin-3-amine). Isolated yield 64.5%. RXN SMILES: [F:1][C:2]([F:42])([F:41])[C@H:3]([N:28]1[CH2:32][CH2:31][C@H:30]([NH:33]C(=O)OC(C)(C)C)[CH2:29]1)[C:4]1[CH:5]=[CH:6][C:7]2[N:8]([C:10]([C:13]3[CH:22]=[CH:21][C:20]4[C:15](=[CH:16][C:17]([O:24][CH:25]([CH3:27])[CH3:26])=[C:18]([F:23])[CH:19]=4)[N:14]=3)=[N:11][N:12]=2)[CH:9]=1>C(O)(C(F)(F)F)=O>[F:42][C:2]([F:1])([F:41])[C@H:3]([N:28]1[CH2:32][CH2:31][C@H:30]([NH2:33])[CH2:29]1)[C:4]1[CH:5]=[CH:6][C:7]2[N:8]([C:10]([C:13]3[CH:22]=[CH:21][C:20]4[C:15](=[CH:16][C:17]([O:24][CH:25]([CH3:27])[CH3:26])=[C:18]([F:23])[CH:19]=4)[N:14]=3)=[N:11][N:12]=2)[CH:9]=1. Reported procedure: tert-Butyl (S)-1-((R)-2,2,2-trifluoro-1-(3-(6-fluoro-7-isopropoxyquinolin-2-yl)-[1,2,4]triazolo[4,3-a]pyridin-6-yl)ethyl)pyrrolidin-3-ylcarbamate (280 mg, 0.476 mmol) was stirred in TFA (3 mL) for 1 hour then concentrated. The residue was dissolved in minimum methanol and added dropwise to a 4N HCl in ether solution. The resulting solid was filtered and dried to yield (S)-1-((R)-2,2,2-trifluoro-1-(3-(6-fluoro-7-isopropoxyquinolin-2-yl)-[1,2,4]triazolo[4,3-a]pyridin-6-yl)ethyl)pyrrolidin-3-amine ... Reactants: NC1=C2COC(C2=CC=C1)=O (4-Aminoisobenzofuran-1(3H)-one), C1(CC1)C(=O)N1CCN(CC1)C(=O)C1=CC=C(C=O)C=C1 (4-(4-(cyclopropanecarbonyl)piperazine-1-carbonyl)benzaldehyde), [O-]S(=O)(=O)[O-].[Mg+2] (MgSO4), C1(CC1)C(=O)N1CCN(CC1)C(=O)C1=CC=C(\C=N\C2=C3COC(C3=CC=C2)=O)C=C1 ((E)-4-(4-(4-(cyclopropanecarbonyl)piperazine-1-carbonyl)benzylideneamino)isobenzofuran-1(3H)-one), C(C1=CC=CC=C1)=O (benzaldehyde), C[O-].[Na+] (sodium methanolate), C(CC)(=O)OCC (ethyl propionate). Solvent: ClCCl (dichloromethane). The product is C1(CC1)C(=O)N1CCN(CC1)C(=O)C1=CC=C(C=C1)C1NC=2C=CC=C(C2C(C1C1=CC=CC=C1)=O)C(=O)OC (methyl 2-(4-(4-(cyclopropanecarbonyl)piperazine-1-carbonyl)phenyl)-4-oxo-3-phenyl-1,2,3,4-tetrahydroquinoline-5-carboxylate). The yield is 60.7%. As a reaction SMILES: N[C:2]1[CH:10]=[CH:9][CH:8]=[C:7]2[C:3]=1CO[C:6]2=O.C1([C:15](N2CCN(C(C3C=CC(C=O)=CC=3)=O)CC2)=[O:16])CC1.[O-]S([O-])(=O)=O.[Mg+2].[CH:39]1([C:42]([N:44]2[CH2:49][CH2:48][N:47]([C:50]([C:52]3[CH:69]=[CH:68][C:55](/[CH:56]=[N:57]/[C:58]4[CH:66]=[CH:65][CH:64]=[C:63]5[C:59]=4[CH2:60][O:61][C:62]5=[O:67])=[CH:54][CH:53]=3)=[O:51])[CH2:46][CH2:45]2)=[O:43])[CH2:41][CH2:40]1.C(=O)C1C=CC=CC=1.C[O-].[Na+].C(OCC)(=O)CC>ClCCl>[CH:39]1([C:42]([N:44]2[CH2:49][CH2:48][N:47]([C:50]([C:52]3[CH:69]=[CH:68][C:55]([CH:56]4[CH:6]([C:7]5[CH:8]=[CH:9][CH:10]=[CH:2][CH:3]=5)[C:60](=[O:61])[C:59]5[C:63]([C:62]([O:16][CH3:15])=[O:67])=[CH:64][CH:65]=[CH:66][C:58]=5[NH:57]4)=[CH:54][CH:53]=3)=[O:51])[CH2:46][CH2:45]2)=[O:43])[CH2:41][CH2:40]1 |f:2.3,6.7|. Procedure details: 4-Aminoisobenzofuran-1(3H)-one (372.5 mg, 2.5 mmol), 4-(4-(cyclopropanecarbonyl)piperazine-1-carbonyl)benzaldehyde (645 mg, 2.5 mmol) and 1 g of MgSO4 were added into 40 mL of dichloromethane and stirred under reflux overnight, then the mixture was evaporated under reduced pressure and the residues was dried in vacuum. 385 mg of (E)-4-(4-(4-(cyclopropanecarbonyl)piperazine-1-carbonyl)benzylideneamino)isobenzofuran-1 (3H)-one. A mixture of (E)-4-(4-(4-(cyclopropanecarbonyl)piperazine-1-carbonyl)b... Run at time 3 hour. RXN SMILES: [OH:1][C:2]1[CH:7]=[CH:6][C:5]([CH2:8][CH2:9][C:10]([NH:12][C@H:13]([C:17]([NH:19][C@H:20]([C:22]([NH:24][CH:25]2[CH:29]([O:30]CC3C=CC=CC=3)[O:28][C:27](=[O:38])[CH2:26]2)=[O:23])[CH3:21])=[O:18])[CH:14]([CH3:16])[CH3:15])=[O:11])=[CH:4][CH:3]=1>CO.[OH-].[OH-].[Pd+2]>[OH:1][C:2]1[CH:7]=[CH:6][C:5]([CH2:8][CH2:9][C:10]([NH:12][C@H:13]([C:17]([NH:19][C@H:20]([C:22]([NH:24][CH:25]([CH:29]=[O:30])[CH2:26][C:27]([OH:38])=[O:28])=[O:23])[CH3:21])=[O:18])[CH:14]([CH3:16])[CH3:15])=[O:11])=[CH:4][CH:3]=1 |f:2.3.4|. The reactants are OC1=CC=C(C=C1)CCC(=O)N[C@@H](C(C)C)C(=O)N[C@@H](C)C(=O)NC1CC(OC1OCC1=CC=CC=C1)=O (N-(3-(4-hydroxyphenyl)propionyl-valinyl-alaninyl)-4-amino-5-benzyloxy-2-oxotetrahydrofuran). Procedure: To a solution of 195 mg of N-(3-(4-hydroxyphenyl)propionyl-valinyl-alaninyl)-4-amino-5-benzyloxy-2-oxotetrahydrofuran in 5 mL of methanol was added ~100 mg of Pd(OH)2 on carbon. After the mixture had been stirred vigorously under hydrogen for 3 hours, the mixture was filtered through a 0.22 μm nylon membrane filter and concentrated. The residue was purified by MPLC on silica-gel (22×300 mm column, eluted with a gradient of dichloromethane to 8% formic acid and 32% methanol in dichloromethane) to... Run in CO (methanol). The yield is 71.2%. Yields the product OC1=CC=C(C=C1)CCC(=O)N[C@@H](C(C)C)C(=O)N[C@@H](C)C(=O)NC(CC(=O)O)C=O (N-(3-(4-Hydroxyphenyl)propionyl-valinyl-alaninyl)-3-amino-4-oxobutanoic acid). The reagents and catalysts are [OH-].[OH-].[Pd+2] (Pd(OH)2 on carbon). The reactants are C1=CC2=CC=C3C=CC4=CC=C5C=CC6=CC=C1C1=C6C5=C4C3=C21 (coronene), C1(CCC(=O)O1)=O (succinic anhydride), [Cl-].[Al+3].[Cl-].[Cl-] (aluminum chloride). Solvent: [N+](=O)([O-])C1=CC=CC=C1 (nitrobenzene). Run at time 5 hour. Product: O=C(CCC(=O)O)C1=CC2=CC=C3C=CC4=CC=C5C=CC6=CC=C1C1=C6C5=C4C3=C21 (γ-oxo-4-(coronen-1-yl)butanoic acid). Yield: 88.4%. RXN SMILES: [CH:1]1[C:18]2[C:19]3[C:24]4[C:3](=[CH:4][CH:5]=[C:6]5[C:23]=4[C:22]4[C:9](=[CH:10][CH:11]=[C:12]6[C:21]=4[C:20]=3[C:15](=[CH:16][CH:17]=2)[CH:14]=[CH:13]6)[CH:8]=[CH:7]5)[CH:2]=1.[C:25]1(=[O:31])[O:30][C:28](=[O:29])[CH2:27][CH2:26]1.[Cl-].[Al+3].[Cl-].[Cl-]>[N+](C1C=CC=CC=1)([O-])=O>[O:31]=[C:25]([C:2]1[C:3]2[C:24]3[C:19]4[C:18](=[CH:17][CH:16]=[C:15]5[C:20]=4[C:21]4[C:12](=[CH:11][CH:10]=[C:9]6[C:22]=4[C:23]=3[C:6](=[CH:5][CH:4]=2)[CH:7]=[CH:8]6)[CH:13]=[CH:14]5)[CH:1]=1)[CH2:26][CH2:27][C:28]([OH:30])=[O:29] |f:2.3.4.5|. Procedure details: The coronene 81 (0.699 g, 2.33 mmol) and 0.514 g (5.14 mmol) of succinic anhydride were put into a 100-ml two-inlet flask, and a nitrogen substitution was performed. The substance obtained here was immersed in an ice bath. After 2.80 g (21.0 mmol) of aluminum chloride dispersed in 20 ml of nitrobenzene was slowly dripped onto the substance, the reaction container was removed from the ice bath, and the substance was stirred at room temperature for 5 hours. After the reaction was completed, 10 ml ...